This data is from the Open Reaction Database (ORD), a public repository of structured organic reaction records. The task is: describe an organic reaction: reactants, conditions, products, and yield Starting materials: N1C=NC(=C1)CCCOC1=CC=C(C=C1)C(=O)C1CC1 (cyclopropyl 4-(3-(1H-imidazol-4-yl)propyloxy)phenyl ketone), O.NN (hydrazine hydrate), [OH-].[K+] (KOH). The solvent is C(COCCOCCO)O (triethylene glycol). The product is N1C=NC(=C1)CCCOC1=CC=C(C=C1)CCCC (4-Butylphenyl 3-(1H-imidazol-4-yl)propyl ether). As a reaction SMILES: [NH:1]1[CH:5]=[C:4]([CH2:6][CH2:7][CH2:8][O:9][C:10]2[CH:15]=[CH:14][C:13]([C:16]([CH:18]3[CH2:20][CH2:19]3)=O)=[CH:12][CH:11]=2)[N:3]=[CH:2]1.O.NN.[OH-].[K+]>C(O)COCCOCCO>[NH:1]1[CH:5]=[C:4]([CH2:6][CH2:7][CH2:8][O:9][C:10]2[CH:11]=[CH:12][C:13]([CH2:16][CH2:18][CH2:19][CH3:20])=[CH:14][CH:15]=2)[N:3]=[CH:2]1 |f:1.2,3.4|. Procedure details: 0.8 mmol of cyclopropyl 4-(3-(1H-imidazol-4-yl)propyloxy)phenyl ketone (Example 61), 4 mmol of hydrazine hydrate and 3.2 mmol of KOH in 30 ml of triethylene glycol are brought to reflux for 2 hours. The solvent is evaporated off under reduced pressure, and the crude product is extracted with dichloromethane and purified by rotatory chromatography (eluent:dichloromethane/methanol (99:1)-(90:10), ammoniacal atmosphere). The product is crystallized in the form of hydrogen maleate from diethyl ether... Starting materials: ClC1=CC=C(C=C1)N=C=O (4-Chlorophenyl isocyanate), C(C1=CC=CC=C1)C1CCN(CC1)CCCNC=1C=NC=CC1 (N-[3-(4-benzyl-1-piperidinyl)propyl]-3-pyridineamine), C(C)(=O)OCC (Ethyl acetate), C([O-])(O)=O.[Na+] (sodium bicarbonate). Run in O1CCCC1 (tetrahydrofuran). Run at time 15 hour. Yields the product Cl.C(C1=CC=CC=C1)C1CCN(CC1)CCCN(C(=O)NC1=CC=C(C=C1)Cl)C=1C=NC=CC1 (N-[3-(4-Benzyl-1-piperidinyl)propyl]-N′-(4-chlorophenyl)-N-(3-pyridinyl)urea hydrochloride). Isolated yield 114.9%. As a reaction SMILES: [Cl:1][C:2]1[CH:7]=[CH:6][C:5]([N:8]=[C:9]=[O:10])=[CH:4][CH:3]=1.[CH2:11]([CH:18]1[CH2:23][CH2:22][N:21]([CH2:24][CH2:25][CH2:26][NH:27][C:28]2[CH:29]=[N:30][CH:31]=[CH:32][CH:33]=2)[CH2:20][CH2:19]1)[C:12]1[CH:17]=[CH:16][CH:15]=[CH:14][CH:13]=1.C(OCC)(=O)C.C(=O)(O)[O-].[Na+]>O1CCCC1>[ClH:1].[CH2:11]([CH:18]1[CH2:19][CH2:20][N:21]([CH2:24][CH2:25][CH2:26][N:27]([C:28]2[CH:29]=[N:30][CH:31]=[CH:32][CH:33]=2)[C:9]([NH:8][C:5]2[CH:6]=[CH:7][C:2]([Cl:1])=[CH:3][CH:4]=2)=[O:10])[CH2:22][CH2:23]1)[C:12]1[CH:17]=[CH:16][CH:15]=[CH:14][CH:13]=1 |f:3.4,6.7|. Reported procedure: 4-Chlorophenyl isocyanate (297 mg) was added to a solution of N-[3-(4-benzyl-1-piperidinyl)propyl]-3-pyridineamine (400 mg) in tetrahydrofuran (5 ml) and the mixture was stirred for 15 hours. Ethyl acetate (15 ml) and saturated sodium bicarbonate (15 ml) were added to the reaction mixture. The organic phase was separated, washed with water (10 ml) and saturated brine (10 ml) and dried over sodium sulfate (anhydrous), and the solvent was removed. The residue was purified by silica gel column chro...